Dataset: the Open Reaction Database (ORD), a public repository of structured organic reaction records. Task: describe an organic reaction: reactants, conditions, products, and yield The reactants are CCOC(=O)CCCBr, O=C([O-])[O-], CCOC(C)=O, CN(C)C=O, CCCCN(CC)c1ccc(C(F)(F)F)cc1CN(Cc1cc(C(F)(F)F)cc(C(F)(F)F)c1)c1ncc(O)cn1, [K+], [K+]. The product is CCCCN(CC)c1ccc(C(F)(F)F)cc1CN(Cc1cc(C(F)(F)F)cc(C(F)(F)F)c1)c1ncc(OCCCC(=O)OCC)cn1. Reaction SMILES: [Br:42][CH2:43][CH2:44][CH2:45][C:46](=[O:47])[O:48][CH2:49][CH3:50].[C:51](=[O:52])([O-:53])[O-:54].[CH3:57][CH2:58][O:59][C:60](=[O:61])[CH3:62].[CH3:63][N:64]([CH3:65])[CH:66]=[O:67].[F:1][C:2]([c:3]1[cH:4][c:5]([CH2:6][N:7]([c:8]2[n:9][cH:10][c:11]([OH:14])[cH:12][n:13]2)[CH2:15][c:16]2[c:17]([N:26]([CH2:27][CH3:28])[CH2:29][CH2:30][CH2:31][CH3:32])[cH:18][cH:19][c:20]([C:22]([F:23])([F:24])[F:25])[cH:21]2)[cH:33][c:34]([C:36]([F:37])([F:38])[F:39])[cH:35]1)([F:40])[F:41].[K+:55].[K+:56]>>[F:1][C:2]([c:3]1[cH:4][c:5]([CH2:6][N:7]([c:8]2[n:9][cH:10][c:11]([O:14][CH2:43][CH2:44][CH2:45][C:46](=[O:47])[O:48][CH2:49][CH3:50])[cH:12][n:13]2)[CH2:15][c:16]2[c:17]([N:26]([CH2:27][CH3:28])[CH2:29][CH2:30][CH2:31][CH3:32])[cH:18][cH:19][c:20]([C:22]([F:23])([F:24])[F:25])[cH:21]2)[cH:33][c:34]([C:36]([F:37])([F:38])[F:39])[cH:35]1)([F:40])[F:41]. Starting materials: O1COC2=C1C=CC(=C2)C2(C(N(C1=CC=CC=C21)CCCCC)=O)CCC(=O)O (3-[3-(1,3-benzodioxol-5-yl)-2-oxo-1-pentyl-2,3-dihydro-1H-indol-3-yl]propanoic acid), O1COC2=C1C=CC(=C2)C2(C(N(C1=CC=CC=C21)CCCCC)=O)CC(=O)O ([3-(1,3-benzodioxol-5-yl)-2-oxo-1-pentyl-2,3-dihydro-1H-indol-3-yl]acetic acid). Product: C(CCCC)N1C(C2(C3=CC4=C(OCO4)C=C3C(CC2)=O)C2=CC=CC=C12)=O (1-pentyl-6′H-spiro[indole-3,5′-naphtho[2,3-d][1,3]dioxole]-2,8′(1H,7′H)-dione). Reaction SMILES: [O:1]1[C:5]2[CH:6]=[CH:7][C:8](C3(CCC(O)=O)C4C(=CC=CC=4)N(CCCCC)C3=O)=[CH:9][C:4]=2[O:3][CH2:2]1.O1C2C=C[C:37]([C:39]3(CC(O)=O)[C:47]4[C:42](=[CH:43][CH:44]=[CH:45][CH:46]=4)[N:41]([CH2:48][CH2:49][CH2:50][CH2:51][CH3:52])[C:40]3=[O:53])=[CH:38][C:33]=2[O:32]C1>>[CH2:48]([N:41]1[C:42]2[C:47](=[CH:46][CH:45]=[CH:44][CH:43]=2)[C:39]2([CH2:37][CH2:38][C:33](=[O:32])[C:8]3[C:7]2=[CH:6][C:5]2[O:1][CH2:2][O:3][C:4]=2[CH:9]=3)[C:40]1=[O:53])[CH2:49][CH2:50][CH2:51][CH3:52]. Reported procedure: Following the procedure as described in EXAMPLE 21, and making non-critical variations using 3-[3-(1,3-benzodioxol-5-yl)-2-oxo-1-pentyl-2,3-dihydro-1H-indol-3-yl]propanoic acid to replace [3-(1,3-benzodioxol-5-yl)-2-oxo-1-pentyl-2,3-dihydro-1H-indol-3-yl]acetic acid, the title compound was obtained (32%) as a white solid: 1H NMR (300 MHz, CDCl3) δ 7.57 (s, 1H), 7.37-7.28 (m, 1H), 7.08-7.03 (m, 2H), 6.95 (d, 1H), 6.02 (s, 1H), 5.95-5.91 (m, 2H), 3.73 (t, 2H), 3.37-3.24 (m, 1H), 2.79-2.67 (m, 1H),... The reactants are C(C)(=O)OC(C)=O (acetic anhydride), ClC1=[N+](C=CC(=C1[N+](=O)[O-])C)[O-] (2--Chloro-3-nitro-4-picoline-N-oxide), ClC1=NC=CC(=C1[N+](=O)[O-])C (2-Chloro-3-nitro-4-picoline), N-oxide. Run at temperature 80 celsius. Product: ClC1=NC=CC(=C1[N+](=O)[O-])COC(C)=O (2-chloro-3-nitro-4-acetoxymethylpyridine). Reaction SMILES: [Cl:1][C:2]1[C:7]([N+:8]([O-:10])=[O:9])=[C:6]([CH3:11])[CH:5]=[CH:4][N+:3]=1[O-].ClC1C([N+]([O-])=O)=C(C)C=CN=1.[C:24]([O:27]C(=O)C)(=[O:26])[CH3:25]>>[Cl:1][C:2]1[C:7]([N+:8]([O-:10])=[O:9])=[C:6]([CH2:11][O:27][C:24](=[O:26])[CH3:25])[CH:5]=[CH:4][N:3]=1. Reported procedure: A 4:1 mixture of 2--Chloro-3-nitro-4-picoline-N-oxide and 2-Chloro-3-nitro-4-picoline (7.2g, 0.031mol, based on the N-oxide) was dissolved in acetic anhydride (20 mL) and the solution was heated in a 80° C. oil bath for 70 minutes. The solvents were removed under vacuum and the dark residue was partitioned between methylene chloride (100 mL) and saturated aqueous potassium carbonate (200 mL). The aqueous layer was re-extracted with more methylene chloride (1×50 mL) and the combined methylene chl...